describe an organic reaction: reactants, conditions, products, and yield From a dataset of the Open Reaction Database (ORD), a public repository of structured organic reaction records. Starting materials: C[C@@H]1N(CCOC1)C1=NC=C(C=C1)[N+](=O)[O-] ((S)-3-methyl-4-(5-nitropyridin-2-yl)morpholine). Reagents/catalysts: [Pd] (Pd/C). Product: C[C@@H]1N(CCOC1)C1=CC=C(C=N1)N (6-((S)-3-Methylmorpholin-4-yl)pyridin-3-ylamine). Yield: 100.9%. RXN SMILES: [CH3:1][C@H:2]1[CH2:7][O:6][CH2:5][CH2:4][N:3]1[C:8]1[CH:13]=[CH:12][C:11]([N+:14]([O-])=O)=[CH:10][N:9]=1>[Pd]>[CH3:1][C@H:2]1[CH2:7][O:6][CH2:5][CH2:4][N:3]1[C:8]1[N:9]=[CH:10][C:11]([NH2:14])=[CH:12][CH:13]=1. Reported procedure: 1.35 g (6 mmol) of the product obtained in step 29.1 are hydrogenated in the presence of 10% Pd/C at atmospheric pressure at 50° C. The solution obtained is evaporated under reduced pressure to give 1.17 g of 6-((S)-3-Methylmorpholin-4-yl)pyridin-3-ylamine.